From a dataset of the Open Reaction Database (ORD), a public repository of structured organic reaction records. describe an organic reaction: reactants, conditions, products, and yield Reactants: CC=1C=CC(=C(C1)NC(C)=O)S(=O)(=O)CCC (N-[5-methyl-2-(propylsulfonyl)phenyl]acetamide), CC=1C=CC(=C(C1)NC(C)=O)S(=O)(=O)CCC (N-[5-methyl-2-(propylsulfonyl)phenyl]acetamide), BrNC(CCC(=O)N)=O (N-bromosuccinamide). Solvent: S(O)(O)(=O)=O (sulphuric acid). Reaction conditions: time 18 hour. Product: BrC1=CC(=C(C=C1C)NC(C)=O)S(=O)(=O)CCC (N-[4-Bromo-5-methyl-2-(propylsulfonyl)phenyl]acetamide). RXN SMILES: [CH3:1][C:2]1[CH:3]=[CH:4][C:5]([S:12]([CH2:15][CH2:16][CH3:17])(=[O:14])=[O:13])=[C:6]([NH:8][C:9](=[O:11])[CH3:10])[CH:7]=1.[Br:18]NC(=O)CCC(N)=O>S(=O)(=O)(O)O>[Br:18][C:3]1[C:2]([CH3:1])=[CH:7][C:6]([NH:8][C:9](=[O:11])[CH3:10])=[C:5]([S:12]([CH2:15][CH2:16][CH3:17])(=[O:14])=[O:13])[CH:4]=1. Procedure: A mixture of N-[5-methyl-2-(propylsulfonyl)phenyl]acetamide (Intermediate 229; 5.0 g, 20 mmol) in conc. sulphuric acid (25 ml) was treated in portions with N-bromosuccinamide (3.8 g, 22 mmol). Reaction mixture was stirred at RT for 18 hrs, carefully quenched on ice and extracted to DCM (100 ml). The organic layer was washed with water and brine, dried over sodium sulphate and concentrated. The crude product was purified by column chromatography (silica) eluting with petroleum ether/ethyl acetate... The reactants are [Na] (sodium), sulfonated N,N-dibutyloleamide, C(C1=CC=CC=C1)#N (benzonitrile), C([O-])([O-])=O.[Na+].[Na+] (sodium carbonate), BrC1=CC=C2C(C(=O)OC(N2)=O)=C1 (5-bromoisatoic anhydride), S(=O)(=O)([O-])[O-].O[NH3+].O[NH3+] (hydroxylammonium sulfate). Run in O (water). Reaction conditions: temperature 90 celsius, time 5 hour. The product is BrC1=CC(=C(N)C=C1)C1=NC(=NO1)C1=CC=CC=C1 (4-bromo-2-(3-phenyl-1,2,4-oxadiazol-5-yl)aniline). The yield is 145.7%. RXN SMILES: [Na].S([O-])([O-])(=O)=O.O[NH3+:8].O[NH3+].C(=O)([O-])[O-].[Na+].[Na+].[Br:17][C:18]1[CH:29]=[C:22]2[C:23]([O:25]C(=O)[NH:27][C:21]2=[CH:20][CH:19]=1)=O.[C:30](#[N:37])[C:31]1[CH:36]=[CH:35][CH:34]=[CH:33][CH:32]=1>O>[Br:17][C:18]1[CH:19]=[CH:20][C:21]([NH2:27])=[C:22]([C:23]2[O:25][N:8]=[C:30]([C:31]3[CH:36]=[CH:35][CH:34]=[CH:33][CH:32]=3)[N:37]=2)[CH:29]=1 |f:1.2.3,4.5.6,^1:0|. Procedure: 48 g of benzonitrile and 3 g of an anionic surfactant (sodium salt of sulfonated N,N-dibutyloleamide) were dispersed in 150 ml of water at room temperature in the course of an hour. 39.2 g of hydroxylammonium sulfate were added, followed by 27 g of sodium carbonate added a little at a time. The reaction was heated to 90° C., stirred at that temperature for five hours and then cooled back to 60° C. 112 g of 5-bromoisatoic anhydride was then added, and the mixture was again heated to 90° C. After ... Starting materials: C(C)N(C(C1=CC=C(C=C1)C(C1=CC(=CC=C1)OC)N1N=C(C(=C1C)I)C)=O)CC (N,N-Diethyl-4-[(4-iodo-3,5-dimethyl-pyrazol-1-yl)-(3-methoxy-phenyl)-methyl]-benzamide), FC1=CC=C(C=C1)B(O)O (4-fluorobenzene boronic acid), C(=O)([O-])[O-].[Na+].[Na+] (Na2CO3). Reagents/catalysts: [Pd].C1(=CC=CC=C1)P(C1=CC=CC=C1)C1=CC=CC=C1.C1(=CC=CC=C1)P(C1=CC=CC=C1)C1=CC=CC=C1.C1(=CC=CC=C1)P(C1=CC=CC=C1)C1=CC=CC=C1.C1(=CC=CC=C1)P(C1=CC=CC=C1)C1=CC=CC=C1 (tetrakis(triphenylphosphine) palladium (0)). The solvent is CCO.O (EtOH H2O). Reaction conditions: temperature -78 celsius. The product is C(C)N(C(C1=CC=C(C=C1)C(C1=CC(=CC=C1)OC)N1N=C(C(=C1C)C1=CC=C(C=C1)F)C)=O)CC (N,N-Diethyl-4-[[4-(4-fluorophenyl)-3,5-dimethylpyrazol-1-yl]-(3-methoxyphenyl)-methyl]-benzamide). Yield: 87.9%. Reaction SMILES: [CH2:1]([N:3]([CH2:29][CH3:30])[C:4](=[O:28])[C:5]1[CH:10]=[CH:9][C:8]([CH:11]([N:20]2[C:24]([CH3:25])=[C:23](I)[C:22]([CH3:27])=[N:21]2)[C:12]2[CH:17]=[CH:16][CH:15]=[C:14]([O:18][CH3:19])[CH:13]=2)=[CH:7][CH:6]=1)[CH3:2].[F:31][C:32]1[CH:37]=[CH:36][C:35](B(O)O)=[CH:34][CH:33]=1.C([O-])([O-])=O.[Na+].[Na+]>[Pd].C1(P(C2C=CC=CC=2)C2C=CC=CC=2)C=CC=CC=1.C1(P(C2C=CC=CC=2)C2C=CC=CC=2)C=CC=CC=1.C1(P(C2C=CC=CC=2)C2C=CC=CC=2)C=CC=CC=1.C1(P(C2C=CC=CC=2)C2C=CC=CC=2)C=CC=CC=1.CCO.O>[CH2:1]([N:3]([CH2:29][CH3:30])[C:4](=[O:28])[C:5]1[CH:10]=[CH:9][C:8]([CH:11]([N:20]2[C:24]([CH3:25])=[C:23]([C:35]3[CH:36]=[CH:37][C:32]([F:31])=[CH:33][CH:34]=3)[C:22]([CH3:27])=[N:21]2)[C:12]2[CH:17]=[CH:16][CH:15]=[C:14]([O:18][CH3:19])[CH:13]=2)=[CH:7][CH:6]=1)[CH3:2] |f:2.3.4,5.6.7.8.9,10.11|. Procedure details: To a stirring solution of N,N-Diethyl-4-[(4-iodo-3,5-dimethyl-pyrazol-1-yl)-(3-methoxy-phenyl)-methyl]-benzamide (145 mg, 0.281 mmol) in 20 Ml EtOH/H2O (9:1) at room temperature was added 4-fluorobenzene boronic acid (118 mg, 0.842 mmol), Na2CO3 (90.0 mg, 0.842 mmol) and tetrakis(triphenylphosphine) palladium (0) (30.0 mg, 0.005 mmol). The mixture was cooled to −78° C., de-oxygenated under reduced pressure and purged with nitrogen gas. The mixture was refluxed for 2 hours, cooled to room tempera... Starting materials: CCCC[Sn](Cl)(CCCC)CCCC, C1CCOC1, CCOC(C)=O, [Cl-], O=C(c1ncn2ccsc12)C(F)(F)F, [NH4+]. The product is CCCC[Sn](CCCC)(CCCC)c1cn2cnc(C(=O)C(F)(F)F)c2s1. Reaction SMILES: [CH2:15]([CH2:16][CH2:17][CH3:18])[Sn:19]([CH2:20][CH2:21][CH2:22][CH3:23])([CH2:24][CH2:25][CH2:26][CH3:27])[Cl:28].[CH2:37]1[O:38][CH2:39][CH2:40][CH2:41]1.[CH3:31][CH2:32][O:33][C:34](=[O:35])[CH3:36].[Cl-:29].[F:1][C:2]([C:3](=[O:4])[c:5]1[n:6][cH:7][n:8]2[c:9]1[s:10][cH:11][cH:12]2)([F:13])[F:14].[NH4+:30]>>[F:1][C:2]([C:3](=[O:4])[c:5]1[n:6][cH:7][n:8]2[c:9]1[s:10][c:11]([Sn:19]([CH2:15][CH2:16][CH2:17][CH3:18])([CH2:20][CH2:21][CH2:22][CH3:23])[CH2:24][CH2:25][CH2:26][CH3:27])[cH:12]2)([F:13])[F:14]. Starting materials: C([O-])([O-])=O.[Cs+].[Cs+] (cesium carbonate), CI (MeI), C(C1=CC=CC=C1)OC(=O)C=1NC(=CC1)C=O (5-formyl-1H-pyrrole-2-carboxylic acid benzyl ester), C(C1=CC=CC=C1)OC(=O)C=1NC(=CC1)C(=O)O (1H-Pyrrole-2,5-dicarboxylic acid monobenzyl ester). Run in CN(C)C=O (DMF), O (water). Run at time 2 hour. Product: C(=O)C1=CC=C(N1C)C(=O)OCC1=CC=CC=C1 (benzyl 5-formyl-1-methyl-1H-pyrrole-2-carboxylate). As a reaction SMILES: [CH2:1]([O:8][C:9]([C:11]1[NH:12][C:13]([CH:16]=[O:17])=[CH:14][CH:15]=1)=[O:10])[C:2]1[CH:7]=[CH:6][CH:5]=[CH:4][CH:3]=1.[CH2:18](OC(C1NC(C(O)=O)=CC=1)=O)C1C=CC=CC=1.C(=O)([O-])[O-].[Cs+].[Cs+].CI>CN(C=O)C.O>[CH:16]([C:13]1[N:12]([CH3:18])[C:11]([C:9]([O:8][CH2:1][C:2]2[CH:7]=[CH:6][CH:5]=[CH:4][CH:3]=2)=[O:10])=[CH:15][CH:14]=1)=[O:17] |f:2.3.4|. Procedure details: To a stirred solution of 5-formyl-1H-pyrrole-2-carboxylic acid benzyl ester (from the preparation of Intermediate 18) (400 mg, 1.75 mmol) in DMF (10 mL) is added cesium carbonate (853 mg, 2.62 mmol) and MeI (297 mg, 2.09 mmol). The mixture is stirred at room temperature for 2 hours then water is added and the mixture is extracted with ethyl acetate (3×). The combined organic layers are washed with water and brine then is dried over magnesium sulfate. The solvent is removed under reduced pressure...